This data is from the Open Reaction Database (ORD), a public repository of structured organic reaction records. The task is: describe an organic reaction: reactants, conditions, products, and yield As a reaction SMILES: [CH3:19][OH:20].[Cl:23][CH2:24][Cl:25].[H:21][H:22].[N+:1]([O-:2])(=[O:3])[c:4]1[c:5]([NH:10][c:11]2[c:12]([CH3:18])[cH:13][c:14]([Br:17])[cH:15][cH:16]2)[cH:6][cH:7][cH:8][cH:9]1>>[NH2:1][c:4]1[c:5]([NH:10][c:11]2[c:12]([CH3:18])[cH:13][c:14]([Br:17])[cH:15][cH:16]2)[cH:6][cH:7][cH:8][cH:9]1. Yields the product Cc1cc(Br)ccc1Nc1ccccc1N. Reactants: CO, ClCCl, [H][H], Cc1cc(Br)ccc1Nc1ccccc1[N+](=O)[O-].